Dataset: the Open Reaction Database (ORD), a public repository of structured organic reaction records. Task: describe an organic reaction: reactants, conditions, products, and yield Yields the product CCc1ccc(NCCc2ccc(C(F)(F)F)cn2)cc1. RXN SMILES: [Br:1][c:2]1[cH:3][cH:4][c:5]([CH2:8][CH3:9])[cH:6][cH:7]1.[F:10][C:11]([c:12]1[cH:13][cH:14][c:15]([CH2:18][CH2:19][NH2:20])[n:16][cH:17]1)([F:21])[F:22]>>[c:2]1([NH:20][CH2:19][CH2:18][c:15]2[cH:14][cH:13][c:12]([C:11]([F:10])([F:21])[F:22])[cH:17][n:16]2)[cH:3][cH:4][c:5]([CH2:8][CH3:9])[cH:6][cH:7]1. Reactants: CCc1ccc(Br)cc1, NCCc1ccc(C(F)(F)F)cn1. The reactants are C(C)OC(C[C@H](N1C(C(CC1)CCCC(C)=O)=O)C1=CC2=C(CCO2)C=C1)=O (3(S)-(2,3-Dihydro-benzofuran-6-yl)-3-[2-oxo-3-(4-oxo-pentyl)-pyrrolidin-1-yl]-propionic acid ethyl ester), NC1=NC=CC=C1C=O (2-amino-3-formylpyridine), N1[C@H](C(=O)O)CCC1 (proline). Solvent: C(C)O (ethanol). Product: C(C)OC(C[C@H](N1C(C(CC1)CCCC1=NC2=NC=CC=C2C=C1)=O)C1=CC2=C(CCO2)C=C1)=O (3(S)-(2,3-Dihydro-benzofuran-6-yl)-3-[3-(3-[1,8]naphthyridin-2-yl-propyl)-2-oxo-pyrrolidin-1-yl]-propionic acid ethyl ester). Reaction SMILES: [CH2:1]([O:3][C:4](=[O:28])[CH2:5][C@@H:6]([C:19]1[CH:27]=[CH:26][C:22]2[CH2:23][CH2:24][O:25][C:21]=2[CH:20]=1)[N:7]1[CH2:11][CH2:10][CH:9]([CH2:12][CH2:13][CH2:14][C:15](=O)[CH3:16])[C:8]1=[O:18])[CH3:2].[NH2:29][C:30]1[C:35]([CH:36]=O)=[CH:34][CH:33]=[CH:32][N:31]=1.N1CCC[C@H]1C(O)=O>C(O)C>[CH2:1]([O:3][C:4](=[O:28])[CH2:5][C@@H:6]([C:19]1[CH:27]=[CH:26][C:22]2[CH2:23][CH2:24][O:25][C:21]=2[CH:20]=1)[N:7]1[CH2:11][CH2:10][CH:9]([CH2:12][CH2:13][CH2:14][C:15]2[CH:16]=[CH:36][C:35]3[C:30](=[N:31][CH:32]=[CH:33][CH:34]=3)[N:29]=2)[C:8]1=[O:18])[CH3:2]. Reported procedure: A mixture of 4-2 (540 mg, 1.4 mmol), 2-amino-3-formylpyridine (170 mg, 1.4 mmol; for prep. see JOC 1983, 48, 3401) and proline (161 mg, 1.4 mmol) in absolute ethanol (20 mL) was heated at reflux for 12 h. Following evaporative removal of the solvent, the residue was chromatographed (silica gel, 50% ethyl acetate/chloroform 70:25:5 chloroform/ethyl acetate/MeOH) to give 4-3 as a yellow oil. Conditions: time 10 minute. As a reaction SMILES: [CH3:1][C:2]1[CH:3]=[C:4]([CH:7]=[CH:8][C:9]=1[N+:10]([O-:12])=[O:11])[CH2:5]Cl.[F:13][C:14]([F:29])([F:28])[C:15]1[CH:16]=[C:17](B(O)O)[CH:18]=[C:19]([C:21]([F:24])([F:23])[F:22])[CH:20]=1.C(=O)([O-])[O-].[Na+].[Na+]>O.COCCOC.C(OCC)(=O)C>[F:13][C:14]([F:28])([F:29])[C:15]1[CH:16]=[C:17]([CH:18]=[C:19]([C:21]([F:22])([F:23])[F:24])[CH:20]=1)[CH2:5][C:4]1[CH:7]=[CH:8][C:9]([N+:10]([O-:12])=[O:11])=[C:2]([CH3:1])[CH:3]=1 |f:2.3.4|. Procedure: A solution of 3-methyl-4-nitrobenzyl chloride (0.27 g), 3,5-bis-(trifluoromethyl)phenylboronic acid (0.45 g), tetrakis(triphenylphosfine)palladium (0.1 g) and sodium carbonate (0.48 g) in water (2 ml) and 1,2-dimethoxyethane (10 ml) was stirred under an argon atmosphere at 85° C. for 2 hours. After cooling, the reaction solution was diluted with ethyl acetate and further stirred for 10 minutes by adding water thereto. After washing the organic layer with a saturated salt solution, it was dried o... The yield is 83.3%. The product is FC(C=1C=C(CC2=CC(=C(C=C2)[N+](=O)[O-])C)C=C(C1)C(F)(F)F)(F)F (4-(3,5-bis-trifluoromethyl-benzyl)-2-methyl-nitrobenzene). The reactants are CC=1C=C(CCl)C=CC1[N+](=O)[O-] (3-methyl-4-nitrobenzyl chloride), FC(C=1C=C(C=C(C1)C(F)(F)F)B(O)O)(F)F (3,5-bis-(trifluoromethyl)phenylboronic acid), tetrakis(triphenylphosfine)palladium, C([O-])([O-])=O.[Na+].[Na+] (sodium carbonate). The solvent is O (water), O (water), COCCOC (1,2-dimethoxyethane), C(C)(=O)OCC (ethyl acetate). Reactants: COCC(CC(=O)OC)=O (methyl 4-methoxyacetoacetate), COC(N(C)C)OC (dimethylformamide dimethylacetal), Cl.C1(=CC=CC=C1)NN (phenylhydrazine hydrochloride). Product: COCC1=NN(C=C1C(=O)OC)C1=CC=CC=C1 (methyl 3-(methoxymethyl)-1-phenyl-1H-pyrazole-4-carboxylate). Yield: 55.0%. As a reaction SMILES: [CH3:1][O:2][CH2:3][C:4](=O)[CH2:5][C:6]([O:8][CH3:9])=[O:7].[CH3:11]OC(OC)N(C)C.Cl.[C:20]1([NH:26][NH2:27])[CH:25]=[CH:24][CH:23]=[CH:22][CH:21]=1>>[CH3:1][O:2][CH2:3][C:4]1[C:5]([C:6]([O:8][CH3:9])=[O:7])=[CH:11][N:26]([C:20]2[CH:25]=[CH:24][CH:23]=[CH:22][CH:21]=2)[N:27]=1 |f:2.3|. Reported procedure: Using methyl 4-methoxyacetoacetate (7.9 g), dimethylformamide dimethylacetal (7.2 mL) and phenylhydrazine hydrochloride (5.8 g) and in the same manner as in Example 15(1), the title object compound (7.3 g, 55%) was obtained as a pale-yellow solid. The reactants are ClC1=C(NC=CC1=O)N=C(C1=CC=CC=C1)C1=CC=CC=C1 (3-chloro-2-(diphenylmethyleneamino) pyridin-4(1H)-one), C([O-])([O-])=O.[Cs+].[Cs+] (cesium carbonate), FC=1C(=C(C=CC1)[N+](=O)[O-])F (difluoronitrobenzene). The solvent is CN(C)C=O (DMF). Reaction conditions: temperature 95 celsius, time 3 hour. The product is ClC=1C(=NC=CC1OC1=C(C=C(C=C1)[N+](=O)[O-])F)N=C(C1=CC=CC=C1)C1=CC=CC=C1 (3-Chloro-N-(diphenylmethylene)-4-(2-fluoro-4-nitrophenoxy) pyridin-2-amine). Yield: 67.0%. RXN SMILES: [Cl:1][C:2]1[C:7](=[O:8])[CH:6]=[CH:5][NH:4][C:3]=1[N:9]=[C:10]([C:17]1[CH:22]=[CH:21][CH:20]=[CH:19][CH:18]=1)[C:11]1[CH:16]=[CH:15][CH:14]=[CH:13][CH:12]=1.C(=O)([O-])[O-].[Cs+].[Cs+].[F:29][C:30]1[C:31](F)=[C:32]([N+:36]([O-:38])=[O:37])[CH:33]=[CH:34][CH:35]=1>CN(C=O)C>[Cl:1][C:2]1[C:3]([N:9]=[C:10]([C:11]2[CH:16]=[CH:15][CH:14]=[CH:13][CH:12]=2)[C:17]2[CH:22]=[CH:21][CH:20]=[CH:19][CH:18]=2)=[N:4][CH:5]=[CH:6][C:7]=1[O:8][C:35]1[CH:34]=[CH:33][C:32]([N+:36]([O-:38])=[O:37])=[CH:31][C:30]=1[F:29] |f:1.2.3|. Procedure: To a reactor was added 24 g of 3-chloro-2-(diphenylmethyleneamino) pyridin-4(1H)-one, DMF (100 mL), cesium carbonate (12.7 g; 0.5 eq) and difluoronitrobenzene (9.3 mL; 1.1 eq). The reaction mixture was heated to 95° C. and stirred for three hours. After the reaction was complete, the reaction mixture was poured onto crushed ice and the solids were filtered off and washed with water. The crude solids were charged back to the reactor and dissolved in THF (200 mL). Methanol was added and the mixtur...